This data is from the Open Reaction Database (ORD), a public repository of structured organic reaction records. The task is: describe an organic reaction: reactants, conditions, products, and yield The reactants are [H-].[Al+3].[Li+].[H-].[H-].[H-] (lithium aluminium hydride), C1(=CC=CC=C1)C1C2=C(CC3CNCC13)C=CC=C2.C1C(C1)C(=O)N ((3aRS,4SR,9aSR)-3a,4,9,9a-tetrahydro-4-phenyl-benz[f]-isoindoline 2-cyclopropylcarboxylic acid amide), [OH-].[Na+] (caustic soda). The solvent is O1CCCC1 (tetrahydrofuran). Conditions: time 1 hour. The product is C1(CC1)CN1CC2C(C3=C(CC2C1)C=CC=C3)C3=CC=CC=C3 ((3aRS,4SR,9aSR)-2-cyclopropylmethyl-3a,4,9,9a-tetrahydro-4-phenyl-benz[f]-isoindoline). As a reaction SMILES: [H-].[Al+3].[Li+].[H-].[H-].[H-].[C:7]1([CH:13]2[CH:21]3[CH:17]([CH2:18][NH:19][CH2:20]3)[CH2:16][C:15]3[CH:22]=[CH:23][CH:24]=[CH:25][C:14]2=3)[CH:12]=[CH:11][CH:10]=[CH:9][CH:8]=1.[CH2:26]1[CH2:28][CH:27]1[C:29](N)=O.[OH-].[Na+]>O1CCCC1>[CH:27]1([CH2:29][N:19]2[CH2:18][CH:17]3[CH:21]([CH:13]([C:7]4[CH:8]=[CH:9][CH:10]=[CH:11][CH:12]=4)[C:14]4[CH:25]=[CH:24][CH:23]=[CH:22][C:15]=4[CH2:16]3)[CH2:20]2)[CH2:28][CH2:26]1 |f:0.1.2.3.4.5,6.7,8.9|. Procedure details: 1 g of lithium aluminium hydride is added portionwise to a warm solution of 8.6 g of (3aRS,4SR,9aSR)-3a,4,9,9a-tetrahydro-4-phenyl-benz[f]-isoindoline-2-cyclopropylcarboxylic acid amide in 100 cc of tetrahydrofuran. The mixture is stirred at room temperature for 1 hour, is then decomposed with a 2 N caustic soda solution and filtered. The concentrated filtrate is reduced to a paste with silica gel in benzene/ethyl acetate (1:1), filtration and concentration by evaporation are effected, whereby t... Run in C(C)(=O)O (acetic acid), C(C)(=O)O (acetic acid). The yield is 79.1%. Procedure: To a solution of 2-ethyl-3-methyl-3H-quinazolin-4-one (11.28 g, 60 mmol) and sodium acetate (4.92 g, 60 mmol) in glacial acetic acid (130 mL) heated to 50° C. was added dropwise a solution of bromine (3.70 mL, 72 mmol) in glacial acetic acid (50 mL). After addition was complete the reaction was heated to reflux for 2 hours. The reaction was then cooled to room temperature and concentrated in vacuo. The residue was dissolved in ethyl acetate and washed with 10% sodium bisulfite solution, water an... Yields the product BrC(C)C1=NC2=CC=CC=C2C(N1C)=O (2-(1-Bromo-ethyl)-3-methyl-3H-quinazolin-4-one). RXN SMILES: [CH2:1]([C:3]1[N:12]([CH3:13])[C:11](=[O:14])[C:10]2[C:5](=[CH:6][CH:7]=[CH:8][CH:9]=2)[N:4]=1)[CH3:2].C([O-])(=O)C.[Na+].[Br:20]Br>C(O)(=O)C>[Br:20][CH:1]([C:3]1[N:12]([CH3:13])[C:11](=[O:14])[C:10]2[C:5](=[CH:6][CH:7]=[CH:8][CH:9]=2)[N:4]=1)[CH3:2] |f:1.2|. Reactants: C(C)C1=NC2=CC=CC=C2C(N1C)=O (2-ethyl-3-methyl-3H-quinazolin-4-one), C(C)(=O)[O-].[Na+] (sodium acetate), BrBr (bromine). Starting materials: CN(C)c1ccncc1, O=C(Cl)c1ccc2n1Cc1ccccc1N(C(=O)c1ccc(C3CCCCC3)cc1)C2, CCN(C(C)C)C(C)C, ClCCl, c1ccc(N2CCNCC2)nc1. Yields the product O=C(c1ccc2n1Cc1ccccc1N(C(=O)c1ccc(C3CCCCC3)cc1)C2)N1CCN(c2ccccn2)CC1. RXN SMILES: [CH3:53][N:54]([CH3:55])[c:56]1[cH:57][cH:58][n:59][cH:60][cH:61]1.[CH:1]1([c:7]2[cH:8][cH:9][c:10]([C:11](=[O:12])[N:13]3[CH2:14][c:15]4[n:16]([c:24]([C:27](=[O:28])[Cl:29])[cH:25][cH:26]4)[CH2:17][c:18]4[c:19]3[cH:20][cH:21][cH:22][cH:23]4)[cH:30][cH:31]2)[CH2:2][CH2:3][CH2:4][CH2:5][CH2:6]1.[CH:32]([N:33]([CH2:34][CH3:35])[CH:36]([CH3:37])[CH3:38])([CH3:39])[CH3:40].[Cl:62][CH2:63][Cl:64].[n:41]1[c:42]([N:47]2[CH2:48][CH2:49][NH:50][CH2:51][CH2:52]2)[cH:43][cH:44][cH:45][cH:46]1>>[CH:1]1([c:7]2[cH:8][cH:9][c:10]([C:11](=[O:12])[N:13]3[CH2:14][c:15]4[n:16]([c:24]([C:27](=[O:28])[N:50]5[CH2:49][CH2:48][N:47]([c:42]6[n:41][cH:46][cH:45][cH:44][cH:43]6)[CH2:52][CH2:51]5)[cH:25][cH:26]4)[CH2:17][c:18]4[c:19]3[cH:20][cH:21][cH:22][cH:23]4)[cH:30][cH:31]2)[CH2:2][CH2:3][CH2:4][CH2:5][CH2:6]1. Reactants: COC(C1=CC(=CC=C1)NC(=O)N1[C@@H]([C@@]([C@@H](C1)CC(C)(C)C)(C#N)C1=C(C=C(C=C1)Cl)F)C1=C(C(=CC=C1)Cl)F)=O (3-{[(2S,3S,4S)-2-(3-chloro-2-fluoro-phenyl)-3-(4-chloro-2-fluoro-phenyl)-3-cyano-4-(2,2-dimethyl-propyl)-pyrrolidine-1-carbonyl]-amino}-benzoic acid methyl ester), [Li+].[OH-] (LiOH). Run in C1CCOC1.CO (THF MeOH). Reaction conditions: time 2 hour. The product is ClC=1C(=C(C=CC1)[C@H]1N(C[C@H]([C@]1(C#N)C1=C(C=C(C=C1)Cl)F)CC(C)(C)C)C(=O)NC=1C=C(C(=O)O)C=CC1)F (rac-3-{[(2S,3S,4S)-2-(3-chloro-2-fluoro-phenyl)-3-(4-chloro-2-fluoro-phenyl)-3-cyano-4-(2,2-dimethyl-propyl)-pyrrolidine-1-carbonyl]-amino}-benzoic acid). Yield: 110.8%. Reaction SMILES: C[O:2][C:3](=[O:41])[C:4]1[CH:9]=[CH:8][CH:7]=[C:6]([NH:10][C:11]([N:13]2[CH2:17][C@@H:16]([CH2:18][C:19]([CH3:22])([CH3:21])[CH3:20])[C@@:15]([C:25]3[CH:30]=[CH:29][C:28]([Cl:31])=[CH:27][C:26]=3[F:32])([C:23]#[N:24])[C@H:14]2[C:33]2[CH:38]=[CH:37][CH:36]=[C:35]([Cl:39])[C:34]=2[F:40])=[O:12])[CH:5]=1.[Li+].[OH-]>C1COCC1.CO>[Cl:39][C:35]1[C:34]([F:40])=[C:33]([C@@H:14]2[C@:15]([C:25]3[CH:30]=[CH:29][C:28]([Cl:31])=[CH:27][C:26]=3[F:32])([C:23]#[N:24])[C@H:16]([CH2:18][C:19]([CH3:22])([CH3:20])[CH3:21])[CH2:17][N:13]2[C:11]([NH:10][C:6]2[CH:5]=[C:4]([CH:9]=[CH:8][CH:7]=2)[C:3]([OH:41])=[O:2])=[O:12])[CH:38]=[CH:37][CH:36]=1 |f:1.2,3.4|. Procedure details: To a mixture of 3-{[(2S,3S,4S)-2-(3-chloro-2-fluoro-phenyl)-3-(4-chloro-2-fluoro-phenyl)-3-cyano-4-(2,2-dimethyl-propyl)-pyrrolidine-1-carbonyl]-amino}-benzoic acid methyl ester (20.0 mg, 0.03 mmol) in THF/MeOH (0.6 mL/0.2 mL) was added 4 N LiOH (0.2 mL), and the reaction mixture was stirred at rt for 2 hrs. The reaction mixture was concentrated and quenched with 2 NH2SO4, extracted with EtOAc, and washed with water, brine. The organic phase was separated, and dried over Na2SO4. The mixture was ... The reactants are C(N)(OCC1C2=C(C=C(C=C2N2CC3N(C3C1(O2)O)C(C)=O)C=O)O)=O (11-Acetyl-4-formyl-6,9-dihydroxy-14-oxa-1,11-diazatetracyclo[7.4.1.02,7.010,12 ]tetradeca-2,4,6-trien-8-ylmethyl carbamate), C([O-])([O-])=O.[K+].[K+] (potassium carbonate). The solvent is CC(=O)C (acetone), CI (methyl iodide). Run at temperature 45 celsius, time 8 hour. Product: C(N)(OCC1C2=C(C=C(C=C2N2CC3N(C3C1(O2)O)C(C)=O)C=O)OC)=O (11-acetyl-4-formyl-9-hydroxy-6-methoxy-14-oxa-1,11-diazatetracyclo[7.4.1.02,7.010,12 ]tetradeca-2,4,6-trien-8-ylmethyl carbamate). Yield: 19.3%. RXN SMILES: [C:1](=[O:26])([O:3][CH2:4][CH:5]1[C:17]2([OH:19])[O:18][N:12]([CH2:13][CH:14]3[CH:16]2[N:15]3[C:20](=[O:22])[CH3:21])[C:11]2[C:6]1=[C:7]([OH:25])[CH:8]=[C:9]([CH:23]=[O:24])[CH:10]=2)[NH2:2].[C:27](=O)([O-])[O-].[K+].[K+]>CC(C)=O.CI>[C:1](=[O:26])([O:3][CH2:4][CH:5]1[C:17]2([OH:19])[O:18][N:12]([CH2:13][CH:14]3[CH:16]2[N:15]3[C:20](=[O:22])[CH3:21])[C:11]2[C:6]1=[C:7]([O:25][CH3:27])[CH:8]=[C:9]([CH:23]=[O:24])[CH:10]=2)[NH2:2] |f:1.2.3|. Procedure details: 11-Acetyl-4-formyl-6,9-dihydroxy-14-oxa-1,11-diazatetracyclo[7.4.1.02,7.010,12 ]tetradeca-2,4,6-trien-8-ylmethyl carbamate (55 mg) was dissolved in a mixture of acetone (2 ml) and methyl iodide (2 ml). To the solution was added potassium carbonate (150 mg), and the mixture was stirred at 45° C. overnight under nitrogen atmosphere. The mixture was cooled to room temperature and filtered, and the filter cake was washed with a mixture of chloroform and acetone (1:1, v/v, 10 ml). The filtrate and th... Reactants: CCCC[Sn](CCCC)(CCCC)c1ccco1, Nc1ccc(Oc2ccnc3cc(I)sc23)c(F)c1, C1COCCO1, Cl[Pd]Cl, c1ccc(P(c2ccccc2)c2ccccc2)cc1, c1ccc(P(c2ccccc2)c2ccccc2)cc1. Product: Nc1ccc(Oc2ccnc3cc(-c4ccco4)sc23)c(F)c1. As a reaction SMILES: [CH2:20]([Sn:21]([CH2:22][CH2:23][CH2:24][CH3:30])([c:25]1[o:26][cH:27][cH:28][cH:29]1)[CH2:31][CH2:32][CH2:33][CH3:34])[CH2:35][CH2:36][CH3:37].[F:1][c:2]1[cH:3][c:4]([NH2:5])[cH:6][cH:7][c:8]1[O:9][c:10]1[c:11]2[c:12]([n:13][cH:14][cH:15]1)[cH:16][c:17]([I:19])[s:18]2.[O:79]1[CH2:80][CH2:81][O:82][CH2:83][CH2:84]1.[Pd:38]([Cl:39])[Cl:40].[c:41]1([P:42]([c:43]2[cH:44][cH:45][cH:46][cH:47][cH:48]2)[c:49]2[cH:50][cH:51][cH:52][cH:53][cH:54]2)[cH:55][cH:56][cH:57][cH:58][cH:59]1.[c:60]1([P:61]([c:62]2[cH:63][cH:64][cH:65][cH:66][cH:67]2)[c:68]2[cH:69][cH:70][cH:71][cH:72][cH:73]2)[cH:74][cH:75][cH:76][cH:77][cH:78]1>>[F:1][c:2]1[cH:3][c:4]([NH2:5])[cH:6][cH:7][c:8]1[O:9][c:10]1[c:11]2[c:12]([n:13][cH:14][cH:15]1)[cH:16][c:17](-[c:25]1[o:26][cH:27][cH:28][cH:29]1)[s:18]2. The reactants are COC(=O)C(CSCc1ccc([N+](=O)[O-])cc1)NC(=O)OC(C)(C)C, CO, ClCCl, Cl[Sn]Cl. Yields the product COC(=O)C(CSCc1ccc(N)cc1)NC(=O)OC(C)(C)C. RXN SMILES: [CH3:1][O:2][C:3]([CH:4]([CH2:5][S:6][CH2:7][c:8]1[cH:9][cH:10][c:11]([N+:14]([O-:15])=[O:16])[cH:12][cH:13]1)[NH:17][C:18](=[O:19])[O:20][C:21]([CH3:22])([CH3:23])[CH3:24])=[O:25].[CH3:29][OH:30].[Cl:31][CH2:32][Cl:33].[Sn:26]([Cl:27])[Cl:28]>>[CH3:1][O:2][C:3]([CH:4]([CH2:5][S:6][CH2:7][c:8]1[cH:9][cH:10][c:11]([NH2:14])[cH:12][cH:13]1)[NH:17][C:18](=[O:19])[O:20][C:21]([CH3:22])([CH3:23])[CH3:24])=[O:25].